From a dataset of the Open Reaction Database (ORD), a public repository of structured organic reaction records. describe an organic reaction: reactants, conditions, products, and yield Reactants: ClC=1C=C(C(=O)NC=2C(=NC=C(C2)Cl)N2CCC(CC2)CCCO)C=CC1 (3-chloro-N-[5′-chloro-4-(3-hydroxy-propyl)-3,4,5,6-tetrahydro-2H-[1,2′]bipyridinyl-3′-yl]-benzamide), C1(=CC=CC=C1)P(C1=CC=CC=C1)C1=CC=CC=C1 (triphenylphosphine), C(Br)(Br)(Br)Br (carbon tetrabromide). Run in C(Cl)Cl (methylene chloride). Reaction conditions: time 20 minute. The product is BrCCCC1CCN(CC1)C1=NC=C(C=C1NC(C1=CC(=CC=C1)Cl)=O)Cl (N-[4-(3-bromo-propyl)-5′-chloro-3,4,5,6-tetrahydro-2H-[1,2′]bipyridinyl-3′-yl]-3-chloro-benzamide). Isolated yield 39.3%. As a reaction SMILES: [Cl:1][C:2]1[CH:3]=[C:4]([CH:25]=[CH:26][CH:27]=1)[C:5]([NH:7][C:8]1[C:9]([N:15]2[CH2:20][CH2:19][CH:18]([CH2:21][CH2:22][CH2:23]O)[CH2:17][CH2:16]2)=[N:10][CH:11]=[C:12]([Cl:14])[CH:13]=1)=[O:6].C1(P(C2C=CC=CC=2)C2C=CC=CC=2)C=CC=CC=1.C(Br)(Br)(Br)[Br:48]>C(Cl)Cl>[Br:48][CH2:23][CH2:22][CH2:21][CH:18]1[CH2:19][CH2:20][N:15]([C:9]2[C:8]([NH:7][C:5](=[O:6])[C:4]3[CH:25]=[CH:26][CH:27]=[C:2]([Cl:1])[CH:3]=3)=[CH:13][C:12]([Cl:14])=[CH:11][N:10]=2)[CH2:16][CH2:17]1. Reported procedure: A mixture of 0.080 g (0.20 mmol) of the above amide and 0.056 g (0.22 mmol) of triphenylphosphine in anhydrous methylene chloride (10 mL), under an atmosphere of nitrogen, is stirred at room temperature for 20 minutes. To this mixture is added 0.071 g (0.22 mmol) of carbon tetrabromide and the resulting mixture is stirred overnight at room temperature. The reaction mixture is concentrated under reduced pressure and the residue is purified by flash silica gel chromatography to give 0.037 g (40%) ... Reactants: COC(=O)C=1C=C(C=C2C=CNC12)Br (5-bromo-1H-indole-7-carboxylic acid methyl ester), Cl (HCl). Solvent: [OH-].[Na+] (NaOH), C(C)O (ethanol). Run at temperature 40 celsius, time 2 hour. The product is BrC=1C=C2C=CNC2=C(C1)C(=O)O (5-bromo-1H-indole-7-carboxylic acid). RXN SMILES: C[O:2][C:3]([C:5]1[CH:6]=[C:7]([Br:14])[CH:8]=[C:9]2[C:13]=1[NH:12][CH:11]=[CH:10]2)=[O:4].Cl>[OH-].[Na+].C(O)C>[Br:14][C:7]1[CH:8]=[C:9]2[C:13](=[C:5]([C:3]([OH:4])=[O:2])[CH:6]=1)[NH:12][CH:11]=[CH:10]2 |f:2.3|. Reported procedure: 409 mg of 5-bromo-1H-indole-7-carboxylic acid methyl ester (1.61 mmol) were suspended in a mixture of 1.6 ml 2N NaOH and 1.6 ml ethanol and stirred at 40° C. for 2 h. After cooling down, the mixture was treated with 2N aqueous HCl, and extracted twice with EtOAc. The organic phase was the washed with brine, dried over magnesium sulfate, filtered and concentrated in vacuo, leading to 353 mg of 5-bromo-1H-indole-7-carboxylic acid as a light brown solid (85%). MS (ISP) 237.9 (M−H)−. Run in Cl (hydrochloric acid). The yield is 93.8%. Procedure: 0.33 g of 2-(2-acetylthioethyl)-2-ethyl-hexahydro-1,3-dioxo-1H-pyrazolo[1,2-a]pyridazine-5-carboxylic acid was heated under reflux for 0.5 hour with 10 ml of 2M hydrochloric acid. After evaporation, the residue was dissolved in dichloromethane, the solution was dried over magnesium sulfate and then evaporated to give 0.27 g (94%) of 2-ethyl-hexahydro-2-(2-mercaptoethyl)-1,3-dioxo-1H-pyrazolo[1,2-a]pyridazine-5-carboxylic acid in the form of a colorless foam. Reaction SMILES: C([S:4][CH2:5][CH2:6][C:7]1([CH2:21][CH3:22])[C:18](=[O:19])[N:10]2[CH2:11][CH2:12][CH2:13][CH:14]([C:15]([OH:17])=[O:16])[N:9]2[C:8]1=[O:20])(=O)C>Cl>[CH2:21]([C:7]1([CH2:6][CH2:5][SH:4])[C:18](=[O:19])[N:10]2[CH2:11][CH2:12][CH2:13][CH:14]([C:15]([OH:17])=[O:16])[N:9]2[C:8]1=[O:20])[CH3:22]. Yields the product C(C)C1(C(N2N(CCCC2C(=O)O)C1=O)=O)CCS (2-ethyl-hexahydro-2-(2-mercaptoethyl)-1,3-dioxo-1H-pyrazolo[1,2-a]pyridazine-5-carboxylic acid). Reactants: C(C)(=O)SCCC1(C(N2N(CCCC2C(=O)O)C1=O)=O)CC (2-(2-acetylthioethyl)-2-ethyl-hexahydro-1,3-dioxo-1H-pyrazolo[1,2-a]pyridazine-5-carboxylic acid). The reactants are C(C)(=O)OC(C1=CC=CC=C1)C=1C=C2C=NNC2=CC1 ((1H-indazol-5-yl)(phenyl)methyl acetate), COC(=CC1=CC=CC=C1)O[Si](C)(C)C ((1-methoxy-2-phenylvinyloxy)trimethylsilane). The reagents and catalysts are Cl[Ti](Cl)(Cl)Cl (TiCl4). Solvent: C(Cl)Cl (DCM). Run at time 3 hour. The product is N1N=CC2=CC(=CC=C12)C(C(C(=O)OC)C1=CC=CC=C1)C1=CC=CC=C1 (methyl 3-(1H-indazol-5-yl)-2,3-diphenylpropanoate). Isolated yield 59.6%. As a reaction SMILES: C(O[CH:5]([C:12]1[CH:13]=[C:14]2[C:18](=[CH:19][CH:20]=1)[NH:17][N:16]=[CH:15]2)[C:6]1[CH:11]=[CH:10][CH:9]=[CH:8][CH:7]=1)(=O)C.[CH3:21][O:22][C:23]([O:31][Si](C)(C)C)=[CH:24][C:25]1[CH:30]=[CH:29][CH:28]=[CH:27][CH:26]=1>C(Cl)Cl.Cl[Ti](Cl)(Cl)Cl>[NH:17]1[C:18]2[C:14](=[CH:13][C:12]([CH:5]([C:6]3[CH:7]=[CH:8][CH:9]=[CH:10][CH:11]=3)[CH:24]([C:25]3[CH:30]=[CH:29][CH:28]=[CH:27][CH:26]=3)[C:23]([O:22][CH3:21])=[O:31])=[CH:20][CH:19]=2)[CH:15]=[N:16]1. Procedure details: To a solution of (1H-indazol-5-yl)(phenyl)methyl acetate (245 mg, 0.8 mmol) and (1-methoxy-2-phenylvinyloxy)trimethylsilane (1.78 g, 8.0 mmol, prepared using General Silyl Ketene Acetal Method A) in 20 mL of dry DCM was added TiCl4 (0.8 mL of 1.0 M DCM solution, 0.8 mmol) and then stirred 3 h. The reaction was quenched with MeOH, poured into aqueous sodium bicarbonate and extracted 2×EtOAc. The organic layers were dried over MgSO4, filtered, and concentrated. MPLC purification using a 0-40% EtOA... The reactants are FC1=CC=C(C=C1)CC(=O)Cl (4-fluorophenylacetyl chloride), solution, 3-butene-1-magnesium bromide, CdCl2. The solvent is CCOCC (ether). Reaction conditions: temperature 0 celsius. Product: FC1=CC=C(C=C1)CC(CCC=C)=O (1-(4-Fluorophenyl)-5-hexen-2-one). The yield is 156.1%. Reaction SMILES: [F:1][C:2]1[CH:7]=[CH:6][C:5]([CH2:8][C:9](Cl)=[O:10])=[CH:4][CH:3]=1>CCOCC>[F:1][C:2]1[CH:7]=[CH:6][C:5]([CH2:8][C:9](=[O:10])[CH2:4][CH2:3][CH:2]=[CH2:7])=[CH:4][CH:3]=1. Procedure details: To a suspension of 14.6 g (80 mmol) of CdCl2 in 200 mL of ether cooled to 0° C. was added 115 mL of 1.3M solution of 3-butene-1-magnesium bromide dropwise. The mixture was refluxed for 1 h and ether was then removed by distillation. Benzene (500 mL) was introduced, followed by a solution of 17.5 g (100 mmol) 4-fluorophenylacetyl chloride. After refluxing for 1 h, the reaction mixture was quenched with 200 mL of saturated aqueous NH4Cl, 50 mL of 1N HCl, and extracted with 200 mL of 1:1 hexane/EtO...